This data is from the Open Reaction Database (ORD), a public repository of structured organic reaction records. The task is: describe an organic reaction: reactants, conditions, products, and yield Yields the product Cl.C(C)OC(=O)C=1C=NC=2CN(CCC2C1)CC(=O)O ([3-(ethoxycarbonyl)-5,8-dihydro-1,7-naphthyridin-7(6H)-yl]acetic acid hydrochloride). Reaction conditions: time 8 hour. The solvent is O1CCOCC1 (dioxane), O1CCOCC1 (dioxane). Procedure: To a solution of ethyl 7-(2-tert-butoxy-2-oxoethyl)-5,6,7,8-tetrahydro-1,7-naphthyridine-3-carboxylate (657 mg, 2.05 mmol) in dioxane (10 mL) is added 4 N HCl in dioxane (5 ml, 20 mmol) and the mixture is stirred at rt overnight. The solvent is removed and the residue is washed with ether to give the title compound as a white solid. MS (M+1): 265.1. Starting materials: C(C)(C)(C)OC(CN1CCC=2C=C(C=NC2C1)C(=O)OCC)=O (ethyl 7-(2-tert-butoxy-2-oxoethyl)-5,6,7,8-tetrahydro-1,7-naphthyridine-3-carboxylate), Cl (HCl). Reaction SMILES: C([O:5][C:6](=[O:23])[CH2:7][N:8]1[CH2:17][C:16]2[N:15]=[CH:14][C:13]([C:18]([O:20][CH2:21][CH3:22])=[O:19])=[CH:12][C:11]=2[CH2:10][CH2:9]1)(C)(C)C.[ClH:24]>O1CCOCC1>[ClH:24].[CH2:21]([O:20][C:18]([C:13]1[CH:14]=[N:15][C:16]2[CH2:17][N:8]([CH2:7][C:6]([OH:23])=[O:5])[CH2:9][CH2:10][C:11]=2[CH:12]=1)=[O:19])[CH3:22] |f:3.4|. Reactants: ClC1=C(C(=NC2=C(C=CC(=C12)F)C)C1=NC=CC=C1)C (4-chloro-5-fluoro-3,8-dimethyl-2-(pyridin-2-yl)quinoline), CC(C)([O-])C.[Na+] (sodium tert-butoxide), CC1(CNC=2C1=NC=C(C2)N2CCOCC2)C (4-(3,3-dimethyl-2,3-dihydro-1H-pyrrolo[3,2-b]-pyridin-6-yl)morpholine), C1(CCCCC1)P(C1=C(C=CC=C1)C1=C(C=C(C=C1C(C)C)C(C)C)C(C)C)C1CCCCC1 (2-(dicyclohexylphosphino)-2′,4′,6′-tri-i-propyl-1,1′-biphenyl). Reagents/catalysts: C=1C=CC(=CC1)/C=C/C(=O)/C=C/C2=CC=CC=C2.C=1C=CC(=CC1)/C=C/C(=O)/C=C/C2=CC=CC=C2.C=1C=CC(=CC1)/C=C/C(=O)/C=C/C2=CC=CC=C2.[Pd].[Pd] (Pd2dba3). Solvent: C1(=CC=CC=C1)C (toluene). Reaction conditions: temperature 100 celsius, time 18 hour. The product is CC1(CN(C=2C1=NC=C(C2)N2CCOCC2)C2=C(C(=NC1=C(C=CC(=C21)F)C)C2=NC=CC=C2)C)C (4-(3,3-dimethyl-6-(4-morpholinyl)-2,3-dihydro-1H-pyrrolo[3,2-b]pyridin-1-yl)-5-fluoro-3,8-dimethyl-2-(2-pyridin-yl)quinoline). As a reaction SMILES: Cl[C:2]1[C:11]2[C:6](=[C:7]([CH3:13])[CH:8]=[CH:9][C:10]=2[F:12])[N:5]=[C:4]([C:14]2[CH:19]=[CH:18][CH:17]=[CH:16][N:15]=2)[C:3]=1[CH3:20].[CH3:21][C:22]1([CH3:37])[C:26]2=[N:27][CH:28]=[C:29]([N:31]3[CH2:36][CH2:35][O:34][CH2:33][CH2:32]3)[CH:30]=[C:25]2[NH:24][CH2:23]1.C1(P(C2CCCCC2)C2C=CC=CC=2C2C(C(C)C)=CC(C(C)C)=CC=2C(C)C)CCCCC1.CC(C)([O-])C.[Na+]>C1C=CC(/C=C/C(/C=C/C2C=CC=CC=2)=O)=CC=1.C1C=CC(/C=C/C(/C=C/C2C=CC=CC=2)=O)=CC=1.C1C=CC(/C=C/C(/C=C/C2C=CC=CC=2)=O)=CC=1.[Pd].[Pd].C1(C)C=CC=CC=1>[CH3:21][C:22]1([CH3:37])[C:26]2=[N:27][CH:28]=[C:29]([N:31]3[CH2:36][CH2:35][O:34][CH2:33][CH2:32]3)[CH:30]=[C:25]2[N:24]([C:2]2[C:11]3[C:6](=[C:7]([CH3:13])[CH:8]=[CH:9][C:10]=3[F:12])[N:5]=[C:4]([C:14]3[CH:19]=[CH:18][CH:17]=[CH:16][N:15]=3)[C:3]=2[CH3:20])[CH2:23]1 |f:3.4,5.6.7.8.9|. Procedure: A mixture of 4-chloro-5-fluoro-3,8-dimethyl-2-(pyridin-2-yl)quinoline (30 mg, 0.11 mmol) (described herein), 4-(3,3-dimethyl-2,3-dihydro-1H-pyrrolo[3,2-b]-pyridin-6-yl)morpholine (29.3 mg, 0.13 mmol) (described herein), Pd2dba3 (9.58 mg, 10.5 μmol), 2-(dicyclohexylphosphino)-2′,4′,6′-tri-i-propyl-1,1′-biphenyl (9.98 mg, 0.021 mmol), sodium tert-butoxide (30.2 mg, 0.314 mmol), and toluene (1.0 mL) was stirred at 100° C. for 18 h, then cooled to rt and concentrated. The resulting residue was taken... The reactants are Cl.OC=1C=CC2=C(OC(CO2)CN)C1 (7-hydroxy-2,3-dihydro-1,4-benzodioxin-2-methanamine hydrochloride), C(C1=CC=CC=C1)OC=1C=C2C(=CNC2=CC1)CCC(=O)O (5-Benzyloxyindole-3-propionic acid), O.ON1N=NC2=C1C=CC=C2 (1-hydroxybenzotriazole hydrate), C(C)(C)N=C=NC(C)C (1,3-diisopropylcarbodiimide). Solvent: CN(C)C=O (DMF), CN(C)C=O (DMF). Conditions: time 2 hour. Yields the product OC=1C=CC2=C(OC(CO2)CNCCCC2=CNC3=CC=C(C=C23)O)C1 (3-{3-[(7-Hydroxy-2,3-dihydro-benzo[1,4]dioxin-2-ylmethyl)-amino]-propyl}-1H-indol-5-ol). The yield is 90.3%. RXN SMILES: C([O:8][C:9]1[CH:10]=[C:11]2[C:15](=[CH:16][CH:17]=1)[NH:14][CH:13]=[C:12]2[CH2:18][CH2:19][C:20](O)=O)C1C=CC=CC=1.O.ON1C2C=CC=CC=2N=N1.C(N=C=NC(C)C)(C)C.Cl.[OH:44][C:45]1[CH:46]=[CH:47][C:48]2[O:53][CH2:52][CH:51]([CH2:54][NH2:55])[O:50][C:49]=2[CH:56]=1>CN(C=O)C>[OH:44][C:45]1[CH:46]=[CH:47][C:48]2[O:53][CH2:52][CH:51]([CH2:54][NH:55][CH2:20][CH2:19][CH2:18][C:12]3[C:11]4[C:15](=[CH:16][CH:17]=[C:9]([OH:8])[CH:10]=4)[NH:14][CH:13]=3)[O:50][C:49]=2[CH:56]=1 |f:1.2,4.5|. Procedure details: 5-Benzyloxyindole-3-propionic acid (1.5 g, 5.0 mmole), 1-hydroxybenzotriazole hydrate (0.8 g, 6.0 mmole) and 1,3-diisopropylcarbodiimide (1.9 ml, 12.0 mmole) were combined in 150 ml of DMF and stirred at room temperature for 2 hours under a nitrogen atmosphere. To this was added dropwise 7-hydroxy-2,3-dihydro-1,4-benzodioxin-2-methanamine hydrochloride (1.1 g, 5.0 mmole) in 50 ml of DMF and the mixture was further stirred for 48 hours. The solvent was removed and replaced with dichloromethane. T...